This data is from the Open Reaction Database (ORD), a public repository of structured organic reaction records. The task is: describe an organic reaction: reactants, conditions, products, and yield Reactants: CC1(C)Cc2ccccc2O1, ClC(Cl)Cl, O=S(=O)(O)Cl, O. Product: CC1(C)Cc2cc(S(=O)(=O)Cl)ccc2O1. As a reaction SMILES: [CH3:1][C:2]1([CH3:11])[O:3][c:4]2[c:5]([cH:7][cH:8][cH:9][cH:10]2)[CH2:6]1.[CH:18]([Cl:19])([Cl:20])[Cl:21].[Cl:12][S:13](=[O:14])(=[O:15])[OH:16].[OH2:17]>>[CH3:1][C:2]1([CH3:11])[O:3][c:4]2[c:5]([cH:7][c:8]([S:13]([Cl:12])(=[O:14])=[O:15])[cH:9][cH:10]2)[CH2:6]1. Reactants: C(C)(=O)OC1=C(C=CC=C1)S (2-acetoxythiophenol), OC=1C=C(C=CC1)C#C (3-hydroxy-phenylacetylene), [Na] (sodium). Product: OC=1C=C(\C=C/C=2C(=C(C=CC2)SC2=C(C(=CC=C2)\C=C/C2=CC(=CC=C2)O)OC(C)=O)OC(C)=O)C=CC1 (Z-3-Hydroxystyryl 2-acetoxyphenylsulfide). Isolated yield 78.0%. RXN SMILES: [C:1]([O:4][C:5]1[CH:10]=[CH:9][CH:8]=[CH:7][C:6]=1[SH:11])(=[O:3])[CH3:2].[OH:12][C:13]1[CH:14]=[C:15]([C:19]#[CH:20])[CH:16]=[CH:17][CH:18]=1.[Na]>>[OH:12][C:13]1[CH:14]=[C:15]([CH:16]=[CH:17][CH:18]=1)/[CH:19]=[CH:20]\[C:10]1[C:5]([O:4][C:1](=[O:3])[CH3:2])=[C:6]([S:11][C:6]2[CH:7]=[CH:8][CH:9]=[C:10](/[CH:20]=[CH:19]\[C:15]3[CH:16]=[CH:17][CH:18]=[C:13]([OH:12])[CH:14]=3)[C:5]=2[O:4][C:1](=[O:3])[CH3:2])[CH:7]=[CH:8][CH:9]=1 |^1:20|. Procedure: A solution of 2-acetoxythiophenol (10 mmol), 3-hydroxy-phenylacetylene (10 mmol) and sodium (0.01 g atom) was subjected to the General Procedure. The title compound was obtained in 78% yield. Reactants: C1CCOC1, Cl, [N-]=[N+]=NC1COCC1c1ccc(F)cc1, N, c1ccc(P(c2ccccc2)c2ccccc2)cc1. The product is NC1COCC1c1ccc(F)cc1. Reaction SMILES: [CH2:37]1[O:38][CH2:39][CH2:40][CH2:41]1.[ClH:36].[N:20](=[N+:21]=[N-:22])[CH:23]1[CH2:24][O:25][CH2:26][CH:27]1[c:28]1[cH:29][cH:30][c:31]([F:34])[cH:32][cH:33]1.[NH3:35].[c:1]1([P:2]([c:3]2[cH:4][cH:5][cH:6][cH:7][cH:8]2)[c:9]2[cH:10][cH:11][cH:12][cH:13][cH:14]2)[cH:15][cH:16][cH:17][cH:18][cH:19]1>>[NH2:20][CH:23]1[CH2:24][O:25][CH2:26][CH:27]1[c:28]1[cH:29][cH:30][c:31]([F:34])[cH:32][cH:33]1. Starting materials: CCOC(=O)c1sc2c(c1O)CCN(C(=O)OCC)CC2, C1CCOC1, CO, CCN(C(C)C)C(C)C. Yields the product CCOC(=O)c1sc2c(c1OC)CCN(C(=O)OCC)CC2. As a reaction SMILES: [CH2:1]([CH3:2])[O:3][C:4](=[O:5])[c:6]1[c:7]([OH:21])[c:8]2[c:9]([s:20]1)[CH2:10][CH2:11][N:12]([C:15](=[O:16])[O:17][CH2:18][CH3:19])[CH2:13][CH2:14]2.[CH2:22]1[O:23][CH2:24][CH2:25][CH2:26]1.[CH3:36][OH:37].[CH:27]([N:28]([CH:29]([CH3:30])[CH3:31])[CH2:32][CH3:33])([CH3:34])[CH3:35]>>[CH2:1]([CH3:2])[O:3][C:4](=[O:5])[c:6]1[c:7]([O:21][CH3:22])[c:8]2[c:9]([s:20]1)[CH2:10][CH2:11][N:12]([C:15](=[O:16])[O:17][CH2:18][CH3:19])[CH2:13][CH2:14]2. Reactants: NC1=CC=C(C=C1)C=1C(CC(NN1)=O)C (6-(p-aminophenyl)-4,5-dihydro-5-methyl-3(2H)-pyridazinone), COC(C(=O)Cl)C (2-methoxypropionyl chloride). The solvent is O1CCCC1 (tetrahydrofuran). The product is COC(C(=O)NC1=CC=C(C=C1)C=1C(CC(NN1)=O)C)C (6-[p-(2-methoxypropionylamino)-phenyl]-4,5-dihydro-5-methyl-3(2H)-pyridazinone). Yield: 56.2%. RXN SMILES: [NH2:1][C:2]1[CH:7]=[CH:6][C:5]([C:8]2[CH:9]([CH3:15])[CH2:10][C:11](=[O:14])[NH:12][N:13]=2)=[CH:4][CH:3]=1.[CH3:16][O:17][CH:18]([CH3:22])[C:19](Cl)=[O:20]>O1CCCC1>[CH3:16][O:17][CH:18]([CH3:22])[C:19]([NH:1][C:2]1[CH:7]=[CH:6][C:5]([C:8]2[CH:9]([CH3:15])[CH2:10][C:11](=[O:14])[NH:12][N:13]=2)=[CH:4][CH:3]=1)=[O:20]. Reported procedure: 5.0 g (24.6 millimoles) of 6-(p-aminophenyl)-4,5-dihydro-5-methyl-3(2H)-pyridazinone and 3.6 g (29.4 millimoles) of 2-methoxypropionyl chloride in 150 ml of absolute tetrahydrofuran were refluxed for 2 hours, while stirring. The mixture was evaporated down, the residue was stirred with water and the product was filtered off under suction, washed with water, dried, and recrystallized from propanol. 4.0 g (56%) of 6-[p-(2-methoxypropionylamino)-phenyl]-4,5-dihydro-5-methyl-3(2H)-pyridazinone were ... Yields the product COC(=O)C(c1ccccc1)N1CCN(c2ccc(NC(=O)c3ccccc3-c3ccccc3)cc2)CC1. Starting materials: COC(=O)C(Br)c1ccccc1, O=C([O-])[O-], O=C(Nc1ccc(N2CCNCC2)cc1)c1ccccc1-c1ccccc1, [Na+], [Na+], CN(C)C=O. RXN SMILES: [Br:1][CH:2]([C:3](=[O:4])[O:5][CH3:6])[c:7]1[cH:8][cH:9][cH:10][cH:11][cH:12]1.[C:40](=[O:41])([O-:42])[O-:43].[N:13]1([c:19]2[cH:20][cH:21][c:22]([NH:25][C:26](=[O:27])[c:28]3[c:29](-[c:34]4[cH:35][cH:36][cH:37][cH:38][cH:39]4)[cH:30][cH:31][cH:32][cH:33]3)[cH:23][cH:24]2)[CH2:14][CH2:15][NH:16][CH2:17][CH2:18]1.[Na+:44].[Na+:45].[O:46]=[CH:47][N:48]([CH3:49])[CH3:50]>>[CH:2]([C:3](=[O:4])[O:5][CH3:6])([c:7]1[cH:8][cH:9][cH:10][cH:11][cH:12]1)[N:16]1[CH2:15][CH2:14][N:13]([c:19]2[cH:20][cH:21][c:22]([NH:25][C:26](=[O:27])[c:28]3[c:29](-[c:34]4[cH:35][cH:36][cH:37][cH:38][cH:39]4)[cH:30][cH:31][cH:32][cH:33]3)[cH:23][cH:24]2)[CH2:18][CH2:17]1. Conditions: time 2 hour. RXN SMILES: [Cl-].[Al+3].[Cl-].[Cl-].[C:5]1(=[O:15])[O:10][C:8](=[O:9])[C:7]2=[CH:11][CH:12]=[CH:13][CH:14]=[C:6]12.[Br:16][C:17]1[CH:23]=[CH:22][C:20]([OH:21])=[CH:19][C:18]=1[OH:24].C(O)(=O)C1C(=CC=CC=1)C(O)=O>ClCC(Cl)(Cl)Cl.C(OCC)(=O)C.ClCCl.[N+](C)([O-])=O>[Br:16][C:17]1[C:18]([OH:24])=[CH:19][C:20]([OH:21])=[C:22]([CH:23]=1)[C:8]([C:7]1[CH:11]=[CH:12][CH:13]=[CH:14][C:6]=1[C:5]([OH:10])=[O:15])=[O:9] |f:0.1.2.3|. The solvent is [N+](=O)([O-])C (Nitromethane), ClCCl (dichloromethane), ClCC(Cl)(Cl)Cl (tetrachloroethane), C(C)(=O)OCC (ethyl acetate). The reactants are BrC1=C(C=C(O)C=C1)O (4-Bromoresorcinol), C(C=1C(C(=O)O)=CC=CC1)(=O)O (phthalic acid), [Cl-].[Al+3].[Cl-].[Cl-] (Aluminum chloride), C1(C=2C(C(=O)O1)=CC=CC2)=O (phthalic anhydride). Procedure: Aluminum chloride (8.48 g, 64 mmol) was added to a stirring suspension of phthalic anhydride (2.36 g, 16 mmol) in tetrachloroethane (40 mL) under nitrogen. Nitromethane (6 mL) was added to dissolve the reactants. 4-Bromoresorcinol (3 g, 16 mmol) was added and the mixture continued to stir under nitrogen. The reaction was monitored by high performance liquid chromatography (HPLC) over a period of 2 hours. It was observed that the reaction had ceased within the first 30 minutes, with starting mate... Product: BrC=1C(=CC(=C(C(=O)C2=C(C(=O)O)C=CC=C2)C1)O)O (2-(5-bromo-2,4-dihydroxybenzoyl)benzoic acid).